Dataset: the Open Reaction Database (ORD), a public repository of structured organic reaction records. Task: describe an organic reaction: reactants, conditions, products, and yield The reactants are BrC=1C(=CC(NC1)=O)C (5-bromo-4-methylpyridin-2(1H)-one), IC (iodomethane), C([O-])([O-])=O.[K+].[K+] (potassium carbonate). Solvent: CS(=O)C (DMSO). Conditions: temperature 60 celsius, time 8 hour. The product is BrC=1C(=CC(N(C1)C)=O)C (5-bromo-1,4-dimethylpyridin-2(1H)-one). RXN SMILES: [Br:1][C:2]1[C:3]([CH3:9])=[CH:4][C:5](=[O:8])[NH:6][CH:7]=1.IC.[C:12](=O)([O-])[O-].[K+].[K+]>CS(C)=O>[Br:1][C:2]1[C:3]([CH3:9])=[CH:4][C:5](=[O:8])[N:6]([CH3:12])[CH:7]=1 |f:2.3.4|. Procedure: To a solution of 5-bromo-4-methylpyridin-2(1H)-one (164 mg, 0.872 mmol) and iodomethane (124 mg, 0.872 mmol) in DMSO (3 mL) was added potassium carbonate (121 mg, 0.872 mmol). The mixture was stirred at 60° C. overnight, filtered, and purified via preparative HPLC, eluting with a gradient of 20-70% ACN (containing 0.035% TFA) in H2O (containing 0.05% TFA) to give the title compound. The reactants are OCC(=O)C1=CC=CC=C1 (hydroxyacetophenone), CC1(C(CC(CC1)=O)=O)C (4,4-dimethyl-1,3-cyclohexanedione). The product is CC1(CCC(C=2C(=COC21)C2=CC=CC=C2)=O)C (7,7-Dimethyl-3-phenyl-4-oxo-4,5,6,7-tetrahydrobenzofuran). Reaction SMILES: O[CH2:2][C:3]([C:5]1[CH:10]=[CH:9][CH:8]=[CH:7][CH:6]=1)=O.[CH3:11][C:12]1([CH3:20])[CH2:17][CH2:16][C:15](=[O:18])[CH2:14][C:13]1=[O:19]>>[CH3:11][C:12]1([CH3:20])[C:13]2[O:19][CH:2]=[C:3]([C:5]3[CH:10]=[CH:9][CH:8]=[CH:7][CH:6]=3)[C:14]=2[C:15](=[O:18])[CH2:16][CH2:17]1. Procedure details: The subtitle compound was prepared according to the procedure of example 2 using hydroxyacetophenone instead of acetol and 4,4-dimethyl-1,3-cyclohexanedione instead of 1,3-cyclohexanedione in step1. Product: C1=Nc2ccccc2N2CCCc3cccc1c32. Reaction SMILES: [CH3:25][c:26]1[cH:27][cH:28][cH:29][cH:30][cH:31]1.[N:1]1([c:11]2[c:12]([NH:17][CH:18]=[O:19])[cH:13][cH:14][cH:15][cH:16]2)[CH2:2][CH2:3][CH2:4][c:5]2[cH:6][cH:7][cH:8][cH:9][c:10]21.[P:20]([Cl:21])([Cl:22])([Cl:23])=[O:24]>>[N:1]12[CH2:2][CH2:3][CH2:4][c:5]3[cH:6][cH:7][cH:8][c:9]([c:10]31)[CH:18]=[N:17][c:12]1[c:11]2[cH:16][cH:15][cH:14][cH:13]1. Reactants: Cc1ccccc1, O=CNc1ccccc1N1CCCc2ccccc21, O=P(Cl)(Cl)Cl.